describe an organic reaction: reactants, conditions, products, and yield From a dataset of the Open Reaction Database (ORD), a public repository of structured organic reaction records. Starting materials: [N+](=O)([O-])C1=CC=C(C=C1)OC(=O)C=1C2=C(C(=NC1)OC)OC(=C2)CC (2-ethyl-7-methoxyfuro[2,3-c]pyridine-4-carboxylic acid 4-nitrophenyl ester), NC1=C(C=NC=C1)OC (4-amino-3-methoxypyridine). The product is COC=1C=NC=CC1NC(=O)C=1C2=C(C(=NC1)OC)OC(=C2)CC (2-Ethyl-7-methoxyfuro[2,3-c]pyridine-4-carboxylic acid (3-methoxypyridin-4-yl)amide). The yield is 86.1%. As a reaction SMILES: [N+](C1C=CC(O[C:11]([C:13]2[C:14]3[CH:23]=[C:22]([CH2:24][CH3:25])[O:21][C:15]=3[C:16]([O:19][CH3:20])=[N:17][CH:18]=2)=[O:12])=CC=1)([O-])=O.[NH2:26][C:27]1[CH:32]=[CH:31][N:30]=[CH:29][C:28]=1[O:33][CH3:34]>>[CH3:34][O:33][C:28]1[CH:29]=[N:30][CH:31]=[CH:32][C:27]=1[NH:26][C:11]([C:13]1[C:14]2[CH:23]=[C:22]([CH2:24][CH3:25])[O:21][C:15]=2[C:16]([O:19][CH3:20])=[N:17][CH:18]=1)=[O:12]. Reported procedure: Starting from 2-ethyl-7-methoxyfuro[2,3-c]pyridine-4-carboxylic acid 4-nitrophenyl ester (170 mg) and 4-amino-3-methoxypyridine (120 mg). Purification by column chromatography on silica eluting with ethyl acetate gave the title compound (0.14 g) as an off white solid. Starting materials: Brc1ccncc1, O=C([O-])O, COCCOC, Cl, O=[N+]([O-])c1cccc(B(O)O)c1, [Na+], O. Product: O=[N+]([O-])c1cccc(-c2ccncc2)c1. Reaction SMILES: [Br:14][c:15]1[cH:16][cH:17][n:18][cH:19][cH:20]1.[C:21](=[O:22])([OH:23])[O-:24].[CH3:27][O:28][CH2:29][CH2:30][O:31][CH3:32].[ClH:13].[N+:1](=[O:2])([O-:3])[c:4]1[cH:5][c:6]([B:10]([OH:11])[OH:12])[cH:7][cH:8][cH:9]1.[Na+:25].[OH2:26]>>[N+:1](=[O:2])([O-:3])[c:4]1[cH:5][c:6](-[c:15]2[cH:16][cH:17][n:18][cH:19][cH:20]2)[cH:7][cH:8][cH:9]1. Reactants: C(CCC)OC(=O)C=1N=C(C2=CC=CC(=C2C1O)C1=CC=CC=C1)O (1,4-Dihydroxy-5-phenyl-isoquinoline-3-carboxylic acid butyl ester), P(=O)(Br)(Br)Br (phosphorous oxybromide), C([O-])(O)=O.[Na+] (sodium bicarbonate). The solvent is C(C)#N (acetonitrile). Run at time 5 minute. Yields the product C(CCC)OC(=O)C=1N=C(C2=CC=CC(=C2C1O)C1=CC=CC=C1)Br (1-Bromo-4-hydroxy-5-phenyl-isoquinoline-3-carboxylic acid butyl ester). Isolated yield 98.4%. RXN SMILES: [CH2:1]([O:5][C:6]([C:8]1[N:9]=[C:10](O)[C:11]2[C:16]([C:17]=1[OH:18])=[C:15]([C:19]1[CH:24]=[CH:23][CH:22]=[CH:21][CH:20]=1)[CH:14]=[CH:13][CH:12]=2)=[O:7])[CH2:2][CH2:3][CH3:4].P(Br)(Br)([Br:28])=O.C(=O)(O)[O-].[Na+]>C(#N)C>[CH2:1]([O:5][C:6]([C:8]1[N:9]=[C:10]([Br:28])[C:11]2[C:16]([C:17]=1[OH:18])=[C:15]([C:19]1[CH:24]=[CH:23][CH:22]=[CH:21][CH:20]=1)[CH:14]=[CH:13][CH:12]=2)=[O:7])[CH2:2][CH2:3][CH3:4] |f:2.3|. Reported procedure: 411 mg of 1,4-Dihydroxy-5-phenyl-isoquinoline-3-carboxylic acid butyl ester, from Example D-39 c isomer B, was suspended in 15 ml of anhydrous acetonitrile. 2.0 g of phosphorous oxybromide was added and the reaction mixture was heated to reflux for 3.5 h. The reaction mixture was cooled and poured into 75 ml of 0° C. saturated aqueous sodium bicarbonate solution. The mixture was stirred for 5 min and then extracted with 75 ml portions of ethyl acetate three times. The combined organic fractions ... The reactants are BrC=1C=CC(=C(C#N)C1)C(=O)N1CCN(CC1)C1=NC=C(C=C1C)C (5-bromo-2-[4-(3,5-dimethylpyridin-2-yl)piperazine-1-carbonyl]benzonitrile), N1C(CCC1)=O (pyrrolidin-2-one). The product is CC=1C(=NC=C(C1)C)N1CCN(CC1)C(=O)C1=C(C#N)C=C(C=C1)N1C(CCC1)=O (2-[4-(3,5-dimethylpyridin-2-yl)piperazine-1-carbonyl]-5-(2-oxopyrrolidin-1-yl)benzonitrile). As a reaction SMILES: Br[C:2]1[CH:3]=[CH:4][C:5]([C:10]([N:12]2[CH2:17][CH2:16][N:15]([C:18]3[C:23]([CH3:24])=[CH:22][C:21]([CH3:25])=[CH:20][N:19]=3)[CH2:14][CH2:13]2)=[O:11])=[C:6]([CH:9]=1)[C:7]#[N:8].[NH:26]1[CH2:30][CH2:29][CH2:28][C:27]1=[O:31]>>[CH3:24][C:23]1[C:18]([N:15]2[CH2:16][CH2:17][N:12]([C:10]([C:5]3[CH:4]=[CH:3][C:2]([N:26]4[CH2:30][CH2:29][CH2:28][C:27]4=[O:31])=[CH:9][C:6]=3[C:7]#[N:8])=[O:11])[CH2:13][CH2:14]2)=[N:19][CH:20]=[C:21]([CH3:25])[CH:22]=1. Reported procedure: Using 5-bromo-2-[4-(3,5-dimethylpyridin-2-yl)piperazine-1-carbonyl]benzonitrile (399 mg) described in Preparation Example 187 and pyrrolidin-2-one (115 μL) and by the reaction and treatment in the same manner as in Example 262, the title compound (275 mg) was obtained.